The task is: describe an organic reaction: reactants, conditions, products, and yield. This data is from the Open Reaction Database (ORD), a public repository of structured organic reaction records. Starting materials: Cc1cc(C)c(Oc2nc(F)nc3c2ccn3Cc2ccccc2)c(C)c1, [H-], N#Cc1ccc(N)cc1, [Na+], O. The product is Cc1cc(C)c(Oc2nc(Nc3ccc(C#N)cc3)nc3c2ccn3Cc2ccccc2)c(C)c1. RXN SMILES: [CH2:12]([c:13]1[cH:14][cH:15][cH:16][cH:17][cH:18]1)[n:19]1[cH:20][cH:21][c:22]2[c:23]1[n:24][c:25]([F:38])[n:26][c:27]2[O:28][c:29]1[c:30]([CH3:37])[cH:31][c:32]([CH3:36])[cH:33][c:34]1[CH3:35].[H-:11].[NH2:1][c:2]1[cH:3][cH:4][c:5]([C:6]#[N:7])[cH:8][cH:9]1.[Na+:10].[OH2:39]>>[NH:1]([c:2]1[cH:3][cH:4][c:5]([C:6]#[N:7])[cH:8][cH:9]1)[c:25]1[n:24][c:23]2[n:19]([CH2:12][c:13]3[cH:14][cH:15][cH:16][cH:17][cH:18]3)[cH:20][cH:21][c:22]2[c:27]([O:28][c:29]2[c:30]([CH3:37])[cH:31][c:32]([CH3:36])[cH:33][c:34]2[CH3:35])[n:26]1. Starting materials: CCO, CN1C(=O)C(F)(F)CN(C2CCCC2)c2nc(Cl)ncc21, Cl, Nc1ccc(C(=O)O)cc1, O. Product: CN1C(=O)C(F)(F)CN(C2CCCC2)c2nc(Nc3ccc(C(=O)O)cc3)ncc21. RXN SMILES: [CH2:34]([OH:35])[CH3:36].[Cl:1][c:2]1[n:3][cH:4][c:5]2[c:6]([n:21]1)[N:7]([CH:16]1[CH2:17][CH2:18][CH2:19][CH2:20]1)[CH2:8][C:9]([F:14])([F:15])[C:10](=[O:13])[N:11]2[CH3:12].[ClH:32].[NH2:22][c:23]1[cH:24][cH:25][c:26]([C:27](=[O:28])[OH:29])[cH:30][cH:31]1.[OH2:33]>>[c:2]1([NH:22][c:23]2[cH:24][cH:25][c:26]([C:27](=[O:28])[OH:29])[cH:30][cH:31]2)[n:3][cH:4][c:5]2[c:6]([n:21]1)[N:7]([CH:16]1[CH2:17][CH2:18][CH2:19][CH2:20]1)[CH2:8][C:9]([F:14])([F:15])[C:10](=[O:13])[N:11]2[CH3:12]. Starting materials: C(C)(=O)N[C@@H](CS)C(=O)O (N-acetyl cysteine), CC[O-].[Na+] (sodium ethylate), BrCCCC(=O)O (4-bromobutyric acid), C(=O)(N1C=NC=C1)N1C=NC=C1 (1,1′-carbonyldiimidazol). Run in CN(C=O)C (N,N-dimethylformamide), C(Cl)(Cl)Cl (chloroform). Conditions: time 1 hour. The product is C(C)(=O)N[C@@H](CSC(CCCBr)=O)C(=O)O (N-acetyl-S-(4-bromobutyroyl) cysteine). Reaction SMILES: [Br:1][CH2:2][CH2:3][CH2:4][C:5]([OH:7])=O.C(N1C=CN=C1)(N1C=CN=C1)=O.[C:20]([NH:23][C@H:24]([C:27]([OH:29])=[O:28])[CH2:25][SH:26])(=[O:22])[CH3:21].CC[O-].[Na+]>C(Cl)(Cl)Cl.CN(C)C=O>[C:20]([NH:23][C@H:24]([C:27]([OH:29])=[O:28])[CH2:25][S:26][C:5](=[O:7])[CH2:4][CH2:3][CH2:2][Br:1])(=[O:22])[CH3:21] |f:3.4|. Procedure details: A solution of 4-bromobutyric acid (5.1 g, 30.6 mmoles) and 1,1′-carbonyldiimidazol (5.61 g, 34.6 mmoles)) in chloroform (50 ml) is left at room temperature under stirring for 1 hour. To the reaction mixture N-acetyl cysteine (5 g, 30.6 mmoles) dissolved in N,N-dimethylformamide (5 ml) and sodium ethylate (50 mg) is added under stirring. After 24 hours the solution is washed with HCl 1% and brine, the organic phase is anhydrified with sodium sulphate and evaporated at reduced pressure. The obtain... Reactants: FC=1C=C2C(=NC1)N(N=C2C=2N=C(C1=C(N2)NC(C1(C)C)=O)I)CC1=NC=CC=C1F (2-{5-Fluoro-1-[(3-fluoropyridin-2-yl)methyl]-1H-pyrazolo[3,4-b]pyridin-3-yl}-4-iodo-5,5-dimethyl-5,7-dihydro-6H-pyrrolo[2,3-d]pyrimidin-6-one), CN1C(CCC1)=O (1-methyl-2-pyrrolidone). Run in NCC1CC1 (aminomethylcyclopropane). Reaction conditions: temperature 150 celsius. Yields the product C1(CC1)CNC=1C2=C(N=C(N1)C1=NN(C3=NC=C(C=C31)F)CC3=NC=CC=C3F)NC(C2(C)C)=O (4-[(Cyclopropylmethyl)amino]-2-{5-fluoro-1-[(3-fluoropyridin-2-yl)methyl]-1H-pyrazolo[3,4-b]pyridin-3-yl}-5,5-dimethyl-5,7-dihydro-6H-pyrrolo[2,3-d]pyrimidin-6-one). Reaction SMILES: [F:1][C:2]1[CH:3]=[C:4]2[C:10]([C:11]3[N:12]=[C:13](I)[C:14]4[C:19]([CH3:21])([CH3:20])[C:18](=[O:22])[NH:17][C:15]=4[N:16]=3)=[N:9][N:8]([CH2:24][C:25]3[C:30]([F:31])=[CH:29][CH:28]=[CH:27][N:26]=3)[C:5]2=[N:6][CH:7]=1.C[N:33]1[CH2:37][CH2:36][CH2:35][C:34]1=O>NCC1CC1>[CH:36]1([CH2:37][NH:33][C:13]2[C:14]3[C:19]([CH3:21])([CH3:20])[C:18](=[O:22])[NH:17][C:15]=3[N:16]=[C:11]([C:10]3[C:4]4[C:5](=[N:6][CH:7]=[C:2]([F:1])[CH:3]=4)[N:8]([CH2:24][C:25]4[C:30]([F:31])=[CH:29][CH:28]=[CH:27][N:26]=4)[N:9]=3)[N:12]=2)[CH2:34][CH2:35]1. Procedure details: 200 mg (0.206 mmol, approx. 55% purity) of the compound obtained in example 21A was dissolved in 1-methyl-2-pyrrolidone (4 ml) in a reaction vessel suitable for a microwave and 1 ml of aminomethylcyclopropane was added. Then it was sealed with a corresponding septum and it was heated in the microwave at 150° C. for 3 h. After cooling, the reaction mixture was purified by preparative HPLC (acetonitrile:water (+0.05% formic acid) gradient). 64 mg of the title compound was obtained (65% of theor.).